Dataset: the Open Reaction Database (ORD), a public repository of structured organic reaction records. Task: describe an organic reaction: reactants, conditions, products, and yield Starting materials: COC1=NC=CC2=CC=C(C=C12)C(=O)O (1-methoxyisoquinoline-7-carboxylic acid), BrC=1C=C2C=C(N=CC2=CC1)N (6-bromoisoquinolin-3-amine). Yields the product NC=1N=CC2=CC=C(C=C2C1)C(=O)O (3-aminoisoquinoline-6-carboxylic acid). Reaction SMILES: COC1C2C(=CC=C([C:13]([OH:15])=[O:14])C=2)C=CN=1.Br[C:17]1[CH:18]=[C:19]2[C:24](=[CH:25][CH:26]=1)[CH:23]=[N:22][C:21]([NH2:27])=[CH:20]2>>[NH2:27][C:21]1[N:22]=[CH:23][C:24]2[C:19]([CH:20]=1)=[CH:18][C:17]([C:13]([OH:15])=[O:14])=[CH:26][CH:25]=2. Procedure: The title compound was prepared by a method analogous to that described for Intermediate 12, Steps 2-3, using 6-bromoisoquinolin-3-amine. +ESI (M+H) 189.0; 1H NMR (400 MHz, DMSO-d6, δ): 13.15 (br. s., 1H), 8.94 (s, 1H), 8.20 (s, 1H), 7.91 (m, 1H), 7.62-7.59 (m, 1H), 6.78 (s, 1H), 6.14 (s, 2H). The reactants are CC1(NC2=C(NC(C1)=O)C=CC=C2)C (4,4-dimethyl-4,5-dihydro-1H-benzo[b][1,4]diazepin-2(3H)-one), COC=1C=CC(=CC1)P2(=S)SP(=S)(S2)C=3C=CC(=CC3)OC (Lawesson's Reagent). The solvent is C1CCOC1 (THF). Run at temperature 80 celsius, time 3 hour. The product is CC1(NC2=C(NC(C1)=S)C=CC=C2)C (4,4-dimethyl-4,5-dihydro-1H-benzo[b][1,4]diazepine-2(3H)-thione). Yield: 144.4%. Reaction SMILES: [CH3:1][C:2]1([CH3:14])[CH2:8][C:7](=O)[NH:6][C:5]2[CH:10]=[CH:11][CH:12]=[CH:13][C:4]=2[NH:3]1.COC1C=CC(P2(SP(C3C=CC(OC)=CC=3)(=S)S2)=[S:24])=CC=1>C1COCC1>[CH3:1][C:2]1([CH3:14])[CH2:8][C:7](=[S:24])[NH:6][C:5]2[CH:10]=[CH:11][CH:12]=[CH:13][C:4]=2[NH:3]1. Procedure details: A disposable tube was charged with 4,4-dimethyl-4,5-dihydro-1H-benzo[b][1,4]diazepin-2(3H)-one (697 mg, 3.66 mmol) in THF (20 mL). Lawesson's Reagent (815 mg, 2.015 mmol) was added, and the solution was stirred at 80° C. for 3 h. The solution was concentrated, partitioned between water and ethyl acetate, separated, dried with sodium sulfate, concentrated with celite, and purified by silica gel chromatography to yield 4,4-dimethyl-4,5-dihydro-1H-benzo[b][1,4]diazepine-2(3H)-thione as a yellow oil... The reactants are C1(=CC=CC=C1)P(C1=CC=CC=C1)C1=CC=CC=C1 (triphenylphosphine), BrCC=CC=CC(=O)OCC (ethyl 6-bromohexa-2,4-dienoate). The solvent is C1=CC=CC=C1 (benzene). Run at time 18 hour. Product: [Br-].C(C)OC(=O)C=CC=CC[P+](C1=CC=CC=C1)(C1=CC=CC=C1)C1=CC=CC=C1 (5-ethoxycarbonylpenta-2,4-dienyltriphenylphosphonium bromide). The yield is 64.1%. RXN SMILES: [C:1]1([P:7]([C:14]2[CH:19]=[CH:18][CH:17]=[CH:16][CH:15]=2)[C:8]2[CH:13]=[CH:12][CH:11]=[CH:10][CH:9]=2)[CH:6]=[CH:5][CH:4]=[CH:3][CH:2]=1.[Br:20][CH2:21][CH:22]=[CH:23][CH:24]=[CH:25][C:26]([O:28][CH2:29][CH3:30])=[O:27]>C1C=CC=CC=1>[Br-:20].[CH2:29]([O:28][C:26]([CH:25]=[CH:24][CH:23]=[CH:22][CH2:21][P+:7]([C:1]1[CH:2]=[CH:3][CH:4]=[CH:5][CH:6]=1)([C:8]1[CH:13]=[CH:12][CH:11]=[CH:10][CH:9]=1)[C:14]1[CH:15]=[CH:16][CH:17]=[CH:18][CH:19]=1)=[O:27])[CH3:30] |f:3.4|. Reported procedure: To a stirred solution of triphenylphosphine (34 g.) in dry benzene (300 ml.) was added ethyl 6-bromohexa-2,4-dienoate (30 g.). After 18 hours, the benzene was decanted from the precipitated paste which solidified on adding diethyl ether and was ground up and filtered to give 5-ethoxycarbonylpenta-2,4-dienyltriphenylphosphonium bromide (40 g.), m.p. 139°-144° C. Reactants: CC(=O)O, [K+], CCOC(CC(CO)Cn1cnc2c(Cl)nc(N)nc21)OCC, [OH-], O. The product is CCOC(CC(CO)Cn1cnc2c(=O)[nH]c(N)nc21)OCC. RXN SMILES: [CH3:26][C:27]([OH:28])=[O:29].[K+:25].[NH2:1][c:2]1[n:3][c:4]([Cl:23])[c:5]2[n:6][cH:7][n:8]([CH2:11][CH:12]([CH2:13][CH:14]([O:15][CH2:16][CH3:17])[O:18][CH2:19][CH3:20])[CH2:21][OH:22])[c:9]2[n:10]1.[OH-:24].[OH2:30]>>[NH2:1][c:2]1[nH:3][c:4](=[O:28])[c:5]2[n:6][cH:7][n:8]([CH2:11][CH:12]([CH2:13][CH:14]([O:15][CH2:16][CH3:17])[O:18][CH2:19][CH3:20])[CH2:21][OH:22])[c:9]2[n:10]1. Reactants: Cl, C1C[C@](C(N1)=O)(C)N. Reagents/catalysts: c1ccc(cc1)-c2c3ccccc3cc4ccccc24 (9-Phenylanthracene). The solvent is CC(C)O (IPA). Reaction conditions: temperature 80 celsius, time 18 hour. Yields the product C[C@]1(N)CCNC1=O. RXN SMILES: Cl.[CH3:1][C@:2]1([C:7](=[O:8])[NH:6][CH2:5][CH2:4]1)[NH2:3]>>[CH3:1][C@:2]1([C:7](=[O:8])[NH:6][CH2:5][CH2:4]1)[NH2:3]. The reactants are BrC=1C=C2CCOC(C2=CC1)=O (6-bromo-3,4-dihydro-1H-isochromen-1-one), F[B-](F)(F)F.C(C)(C)(C)[PH+](C(C)(C)C)C(C)(C)C (tri-t-butyl phosphonium tetrafluoroborate), Br[Zn]CC1OCCO1 (bromo(1,3-dioxolan-2-ylmethyl)zinc). Reagents/catalysts: C(C)(=O)[O-].[Pd+2].C(C)(=O)[O-] (palladium (II) acetate). Run in CN(C)C=O (DMF). Run at temperature 85 celsius, time 8 hour. The product is O1C(OCC1)CC=1C=C2CCOC(C2=CC1)=O (6-(1,3-dioxolan-2-ylmethyl)-3,4-dihydro-1H-isochromen-1-one). As a reaction SMILES: Br[C:2]1[CH:3]=[C:4]2[C:9](=[CH:10][CH:11]=1)[C:8](=[O:12])[O:7][CH2:6][CH2:5]2.F[B-](F)(F)F.C([PH+](C(C)(C)C)C(C)(C)C)(C)(C)C.Br[Zn][CH2:33][CH:34]1[O:38][CH2:37][CH2:36][O:35]1>CN(C=O)C.C([O-])(=O)C.[Pd+2].C([O-])(=O)C>[O:35]1[CH2:36][CH2:37][O:38][CH:34]1[CH2:33][C:2]1[CH:3]=[C:4]2[C:9](=[CH:10][CH:11]=1)[C:8](=[O:12])[O:7][CH2:6][CH2:5]2 |f:1.2,5.6.7|. Reported procedure: 6-bromo-3,4-dihydro-1H-isochromen-1-one (10 g, 44 mmol) was combined with tri-t-butyl phosphonium tetrafluoroborate (256 mg, 0.881 mmol), palladium (II) acetate (99 mg, 0.44 mmol) and commercially available bromo(1,3-dioxolan-2-ylmethyl)zinc solution (0.5 M, 97 mL, 48 mmol) in DMF (100 mL), and the mixture was degassed three times by alternating vacuum and nitrogen purge. The mixture was then heated at 85° C. for 6 h, then was stirred at RT overnight. Ethyl acetate and ether were added and the m... Reactants: COC(=O)c1cccn1CC(=O)c1ccc(Br)cc1, C1CCOC1, [Li+], [Na+], [OH-], [OH-], O, O. The product is O=C(Cn1cccc1C(=O)O)c1ccc(Br)cc1. Reaction SMILES: [Br:1][c:2]1[cH:3][cH:4][c:5]([C:8]([CH2:9][n:10]2[c:11]([C:15](=[O:16])[O:17][CH3:18])[cH:12][cH:13][cH:14]2)=[O:19])[cH:6][cH:7]1.[CH2:23]1[O:24][CH2:25][CH2:26][CH2:27]1.[Li+:22].[Na+:30].[OH-:21].[OH-:29].[OH2:20].[OH2:28]>>[Br:1][c:2]1[cH:3][cH:4][c:5]([C:8]([CH2:9][n:10]2[c:11]([C:15](=[O:16])[OH:17])[cH:12][cH:13][cH:14]2)=[O:19])[cH:6][cH:7]1. Reactants: FB(F)F, CCOCC, CCOCC, ClCC1CO1, C=CCO. Yields the product C=CCOCC(O)CCl. RXN SMILES: [B:6]([F:7])([F:8])[F:9].[CH2:1]([O:2][CH2:3][CH3:4])[CH3:5].[CH3:19][CH2:20][O:21][CH2:22][CH3:23].[CH:14]1([CH2:15][Cl:16])[CH2:17][O:18]1.[OH:10][CH2:11][CH:12]=[CH2:13]>>[O:10]([CH2:11][CH:12]=[CH2:13])[CH2:17][CH:14]([CH2:15][Cl:16])[OH:18]. Run in CO.O (MeOH water), CCOC(=O)C (EtOAc). Reactants: NC1=NC=C(C(=O)OC)C(=C1Cl)NC1=C(C=C(C=C1)I)F (methyl 6-amino-5-chloro-4-(2-fluoro-4-iodophenylamino)nicotinate), [B-](F)(F)(F)F.[B-](F)(F)(F)F.C1C[N+]2(CC[N+]1(CC2)CCl)F (selectfluor). The product is NC1=NC=C(C(=O)OC)C(=C1F)NC1=C(C=C(C=C1)I)F (Methyl 6-amino-5-fluoro-4-(2-fluoro-4-iodo phenylamino)nicotinate). Reaction SMILES: [NH2:1][C:2]1[C:11](Cl)=[C:10]([NH:13][C:14]2[CH:19]=[CH:18][C:17]([I:20])=[CH:16][C:15]=2[F:21])[C:5]([C:6]([O:8][CH3:9])=[O:7])=[CH:4][N:3]=1.[B-](F)(F)(F)[F:23].[B-](F)(F)(F)F.C1[N+]2(CCl)CC[N+](F)(CC2)C1>CO.O.CCOC(C)=O>[NH2:1][C:2]1[C:11]([F:23])=[C:10]([NH:13][C:14]2[CH:19]=[CH:18][C:17]([I:20])=[CH:16][C:15]=2[F:21])[C:5]([C:6]([O:8][CH3:9])=[O:7])=[CH:4][N:3]=1 |f:1.2.3,4.5|. Conditions: time 8 hour. Procedure details: To a solution of methyl 6-amino-5-chloro-4-(2-fluoro-4-iodophenylamino)nicotinate (2.0 g, 4.74 mmol) (Example 11, step E) in a mixture of MeOH/water (1/1) (20 ml) is added selectfluor (1.6 g, 4.74 mmol). The mixture is stirred at room temperature overnight, diluted with EtOAc and washed with 0.5 N HCl and brine. The organic extracts are dried (Na2SO4) and concentrated under reduced pressure. The crude material was purified by HPLC (reverse phase) to obtain the title compound. Reactants: N=C1SC(=CN1C1=CC(=CC=C1)C(F)(F)F)C (2-imino-3-(3-trifluoromethylphenyl)-5-methylthiazoline), C(C)NCC (diethylamine). Run in CN(C=O)C (N,N-dimethylformamide). Conditions: time 6 hour. Product: FC(C=1C=C(C=CC1)N1CSC(=C1)C)(F)F (3-(3-trifluoromethylphenyl)-5-methylthiazoline). The yield is 68.0%. As a reaction SMILES: N=[C:2]1[N:6]([C:7]2[CH:12]=[CH:11][CH:10]=[C:9]([C:13]([F:16])([F:15])[F:14])[CH:8]=2)[CH:5]=[C:4]([CH3:17])[S:3]1.C(NCC)C>CN(C)C=O>[F:16][C:13]([F:14])([F:15])[C:9]1[CH:8]=[C:7]([N:6]2[CH:5]=[C:4]([CH3:17])[S:3][CH2:2]2)[CH:12]=[CH:11][CH:10]=1. Reported procedure: A solution of 2-imino-3-(3-trifluoromethylphenyl)-5-methylthiazoline (1.29 g, 5.0 mmol) and diethylamine (1.21 g, 16.5 mmol) in N,N-dimethylformamide (10 ml) charged in a reaction flask was reacted with the chlorotrifluoloethylene, which was made to flow into the flask (ca. 0.7 liter/hr), with vigorous stirring at room temperature for 6 hours. After completion of the reaction, the reaction mixture was subjected to a similar post-treatment as described above, which afforded 2-chlorofluoroacetylim...